This data is from the Open Reaction Database (ORD), a public repository of structured organic reaction records. The task is: describe an organic reaction: reactants, conditions, products, and yield As a reaction SMILES: [CH3:1][Si:2]([CH3:17])([CH3:16])[C:3]1[C:8]2[O:9][C:10]3[CH:15]=[CH:14][CH:13]=[CH:12][C:11]=3[C:7]=2[CH:6]=[CH:5][CH:4]=1.CN(CCN(C)C)C.[Li]CCCC.[I:31]I.C1C2C3C=CC=CC=3OC=2C=CC=1>C(OCC)C.C(Cl)Cl.OS([O-])=O.[Na+]>[I:31][C:15]1[C:10]2[O:9][C:8]3[C:3]([Si:2]([CH3:17])([CH3:16])[CH3:1])=[CH:4][CH:5]=[CH:6][C:7]=3[C:11]=2[CH:12]=[CH:13][CH:14]=1 |f:7.8|. The solvent is CCOCC (Et2O), OS(=O)[O-].[Na+] (NaHSO3), C(Cl)Cl (CH2Cl2), OS(=O)[O-].[Na+] (NaHSO3), hexanes, C(C)OCC (diethyl ether). Reaction conditions: time 5.5 hour. Yields the product IC1=CC=CC2=C1OC1=C2C=CC=C1[Si](C)(C)C (4-Iodo-6-trimethylsilyldibenzofuran). Procedure: To a solution of 4-trimethylsilyldibenzofuran (4) (7.93 g, 33.0 mmol) in dry diethyl ether (70 mL ) and TMEDA (7.97 mL, 52.8 mmol) cooled in an ice-water bath was slowly added n-BuLi (33.0 mL of 1.6 M solution in hexanes, 52.8 mmol) via a syringe. The resulting dark brown solution was stirred at room temperature for 5.5 hours. In a separate oven dried, 500 mL round bottom flask, I2 (19.2 g, 75.9 mmol) was dissolved in dry Et2O (70 mL) and cooled to -78° C. in an acetone-dry ice bath. The dibenzo... Reactants: II (I2), C1=CC=CC=2OC3=C(C21)C=CC=C3 (dibenzofuran), C[Si](C1=CC=CC2=C1OC1=C2C=CC=C1)(C)C (4-Trimethylsilyldibenzofuran), CN(C)CCN(C)C (TMEDA), [Li]CCCC (n-BuLi), II (I2). Yield: 103.4%. Starting materials: ClC1=C(C(=O)O)C=CC=N1 (2-chloronicotinic acid), [O-]C1=CC=CC=C1 (phenoxide), C1(=CC=CC=C1)O (phenol). Run in O (water). Product: N1=CC=CC=2OC3=CC=CC=C3C(C12)=O (1-azaxanthone). Yield: 50.0%. RXN SMILES: Cl[C:2]1[N:10]=[CH:9][CH:8]=[CH:7][C:3]=1C(O)=O.[O-:11][C:12]1[CH:17]=[CH:16][CH:15]=[CH:14][CH:13]=1.[C:18]1([OH:24])C=CC=CC=1>O>[N:10]1[C:2]2[C:18](=[O:24])[C:17]3[C:12](=[CH:13][CH:14]=[CH:15][CH:16]=3)[O:11][C:3]=2[CH:7]=[CH:8][CH:9]=1. Procedure details: According to the invention, 2-chloronicotinic acid in alkaline metal salt form is reacted with alkaline metal phenoxide without an excess of phenol at 160°-200° C. The molten mass is partly cooled, water is added until complete solubilization, the aqueous solution is acidified and the solid obtained is dried. In the cyclization step the thus obtained 2-phenoxynicotinic acid is added portionwise to 5-10 times its weight of polyphosphoric acid which has been previously heated, the temperature is r... Procedure: Following a procedure similar to that described in Preparation 1, but using 2-[bis(4-fluorophenyl)methoxy]ethyl chloride and homopiperazine, the title compound was obtained in a yield of 88%. As a reaction SMILES: [F:1][C:2]1[CH:7]=[CH:6][C:5]([CH:8]([C:13]2[CH:18]=[CH:17][C:16]([F:19])=[CH:15][CH:14]=2)[O:9][CH2:10][CH2:11]Cl)=[CH:4][CH:3]=1.[NH:20]1[CH2:26][CH2:25][CH2:24][NH:23][CH2:22][CH2:21]1>>[F:1][C:2]1[CH:7]=[CH:6][C:5]([CH:8]([C:13]2[CH:18]=[CH:17][C:16]([F:19])=[CH:15][CH:14]=2)[O:9][CH2:10][CH2:11][N:20]2[CH2:26][CH2:25][CH2:24][NH:23][CH2:22][CH2:21]2)=[CH:4][CH:3]=1. The reactants are FC1=CC=C(C=C1)C(OCCCl)C1=CC=C(C=C1)F (2-[bis(4-fluorophenyl)methoxy]ethyl chloride), N1CCNCCC1 (homopiperazine). Isolated yield 88.0%. Yields the product FC1=CC=C(C=C1)C(OCCN1CCNCCC1)C1=CC=C(C=C1)F (1-{2-[Bis(4-fluorophenyl)methoxy]ethyl}homopiperazine). Starting materials: CC(=O)c1cc(C#N)c(=O)[nH]c1C, COC(OC)N(C)C, CO. The product is CC(=O)c1cc(C#N)c(=O)[nH]c1C=CN(C)C. Reaction SMILES: [C:1]([CH3:2])(=[O:3])[c:4]1[cH:5][c:6]([C:12]#[N:13])[c:7](=[O:11])[nH:8][c:9]1[CH3:10].[CH3:14][O:15][CH:16]([N:17]([CH3:18])[CH3:19])[O:20][CH3:21].[CH3:22][OH:23]>>[C:1]([CH3:2])(=[O:3])[c:4]1[cH:5][c:6]([C:12]#[N:13])[c:7](=[O:11])[nH:8][c:9]1[CH:10]=[CH:16][N:17]([CH3:18])[CH3:19]. Reactants: O (water), CC=1C(=NC=C(C1)[N+](=O)[O-])C1=CC=C(C=C1)C(F)(F)F (3-methyl-5-nitro-2-(4-trifluoromethyl-phenyl)-pyridine). Reagents/catalysts: [Pd] (palladium). The solvent is C(C)(=O)OCC (ethyl acetate), C(C)O (ethanol). Reaction conditions: time 4 hour. The product is CC=1C=C(C=NC1C1=CC=C(C=C1)C(F)(F)F)N (5-Methyl-6-(4-trifluoromethyl-phenyl)-pyridin-3-ylamine). Reaction SMILES: [CH3:1][C:2]1[C:3]([C:11]2[CH:16]=[CH:15][C:14]([C:17]([F:20])([F:19])[F:18])=[CH:13][CH:12]=2)=[N:4][CH:5]=[C:6]([N+:8]([O-])=O)[CH:7]=1.O>C(O)C.C(OCC)(=O)C.[Pd]>[CH3:1][C:2]1[CH:7]=[C:6]([NH2:8])[CH:5]=[N:4][C:3]=1[C:11]1[CH:12]=[CH:13][C:14]([C:17]([F:20])([F:18])[F:19])=[CH:15][CH:16]=1. Procedure: To a solution of the 3-methyl-5-nitro-2-(4-trifluoromethyl-phenyl)-pyridine (3.5 g, 10.56 mmol) in ethanol (50 mL) is added palladium (10%) on carbon (0.700 g, 20% by wt.). The reaction is charged to 15 psi under a hydrogen atmosphere and allowed to stir for 4 hours. The reaction is diluted with ethyl acetate and Celite is added, followed by water. This mixture is then filtered through a pad of celite. The solution is concentrated, diluted with ethyl acetate, poured into a separatory funnel and ... Starting materials: C(C)(=O)Cl (Acetyl chloride), ice, Cl (hydrochloric acid), ice, OC1=C(C(CC(C1)C1=C(C(=C(C=C1C)C)CC#N)C)=O)C(CC)=O (3-hydroxy-2-propionyl-5-(3-cyanomethyl-2,4,6-trimethylphenyl)cyclohex-2-en-1-one), [Cl-].[Al+3].[Cl-].[Cl-] (aluminium chloride). Solvent: C(=S)=S (carbon disulfide). Yields the product OC1=C(C(CC(C1)C1=C(C(=C(C(=C1C)CC#N)C)C(C)=O)C)=O)C(CC)=O (3-hydroxy-2-propionyl-5-(3-acetyl-5-cyanomethyl-2,4,6-trimethyl phenyl)cyclohex-2-en-1-one), solid. Isolated yield 50.0%. RXN SMILES: [C:1](Cl)(=[O:3])[CH3:2].[OH:5][C:6]1[CH2:11][CH:10]([C:12]2[C:17]([CH3:18])=[CH:16][C:15]([CH3:19])=[C:14]([CH2:20][C:21]#[N:22])[C:13]=2[CH3:23])[CH2:9][C:8](=[O:24])[C:7]=1[C:25](=[O:28])[CH2:26][CH3:27].[Cl-].[Al+3].[Cl-].[Cl-].Cl>C(=S)=S>[OH:5][C:6]1[CH2:11][CH:10]([C:12]2[C:13]([CH3:23])=[C:14]([CH2:20][C:21]#[N:22])[C:15]([CH3:19])=[C:16]([C:1](=[O:3])[CH3:2])[C:17]=2[CH3:18])[CH2:9][C:8](=[O:24])[C:7]=1[C:25](=[O:28])[CH2:26][CH3:27] |f:2.3.4.5|. Procedure: Acetyl chloride (1.34 g, 17.0 mmol) was added to an ice cooled mixture of 3-hydroxy-2-propionyl-5-(3-cyanomethyl-2,4,6-trimethylphenyl)cyclohex-2-en-1-one (2.65 g, 8.15 mmol) and aluminium chloride (4.15 g, 33.4 mmol) in carbon disulfide (100 ml). The mixture was refluxed for 4 h, cooled and added cautiously to 10% hydrochloric acid (50 ml) and ice (50 ml). The organic solvent was allowed to evaporate from the mixture then the aqueous layer was extracted with ethyl acetate, the organic extracts ... Starting materials: OC1=CC(=C(C=O)C=C1O)[N+](=O)[O-] (4, 5-dihydroxy-2-nitrobenzaldehyde), ClC=1C=C(C=CC1)NC(CC#N)=O (N-(3-chlorophenyl) cyanoacetamide). The product is ClC=1C=C(C=CC1)NC(C(=CC1=C(C=C(C(=C1)O)O)[N+](=O)[O-])C#N)=O (N-(3-chlorophenyl)-2-cyano-3-(4, 5-dihydroxy-2-nitrophenyl)propenamide). Yield: 27.5%. Reaction SMILES: [OH:1][C:2]1[C:9]([OH:10])=[CH:8][C:5]([CH:6]=O)=[C:4]([N+:11]([O-:13])=[O:12])[CH:3]=1.[Cl:14][C:15]1[CH:16]=[C:17]([NH:21][C:22](=[O:26])[CH2:23][C:24]#[N:25])[CH:18]=[CH:19][CH:20]=1>>[Cl:14][C:15]1[CH:16]=[C:17]([NH:21][C:22](=[O:26])[C:23]([C:24]#[N:25])=[CH:6][C:5]2[CH:8]=[C:9]([OH:10])[C:2]([OH:1])=[CH:3][C:4]=2[N+:11]([O-:13])=[O:12])[CH:18]=[CH:19][CH:20]=1. Reported procedure: The reaction of 4, 5-dihydroxy-2-nitrobenzaldehyde (185 mg, 1.01 mmol) and N-(3-chlorophenyl) cyanoacetamide (197 mg, 1.01 mmol) was effected in the same manner as in Example 1 to give the objective N-(3-chlorophenyl)-2-cyano-3-(4, 5-dihydroxy-2-nitrophenyl)propenamide (100 mg, 28% in yield) as brown powdery crystals.